Dataset: the Open Reaction Database (ORD), a public repository of structured organic reaction records. Task: describe an organic reaction: reactants, conditions, products, and yield Reactants: CC(C)=O, [Na+], C=C(C)C(C(=O)OC1c2ccccc2-c2ccccc21)N1C(=O)C(NC(=O)COc2ccccc2)C1SSc1nc2ccccc2s1, O, O=S(=S)(Oc1nc2ccccc2s1)c1ccccc1, O=S([O-])c1ccccc1. The product is C=C(C)C(C(=O)OC1c2ccccc2-c2ccccc21)N1C(=O)C(NC(=O)COc2ccccc2)C1SS(=O)(=O)c1ccccc1. Reaction SMILES: [CH3:78][C:79](=[O:80])[CH3:81].[Na+:77].[O:1]([c:2]1[cH:3][cH:4][cH:5][cH:6][cH:7]1)[CH2:8][C:9](=[O:10])[NH:11][CH:12]1[C:13](=[O:47])[N:14]([CH:27]([C:28](=[O:29])[O:30][CH:31]2[c:32]3[cH:33][cH:34][cH:35][cH:36][c:37]3-[c:38]3[cH:39][cH:40][cH:41][cH:42][c:43]32)[C:44](=[CH2:45])[CH3:46])[CH:15]1[S:16][S:17][c:18]1[s:19][c:20]2[cH:21][cH:22][cH:23][cH:24][c:25]2[n:26]1.[OH2:67].[c:48]1([S:54](=[O:55])([O:56][c:57]2[s:58][c:59]3[cH:60][cH:61][cH:62][cH:63][c:64]3[n:65]2)=[S:66])[cH:49][cH:50][cH:51][cH:52][cH:53]1.[c:68]1([S:69]([O-:70])=[O:71])[cH:72][cH:73][cH:74][cH:75][cH:76]1>>[O:1]([c:2]1[cH:3][cH:4][cH:5][cH:6][cH:7]1)[CH2:8][C:9](=[O:10])[NH:11][CH:12]1[C:13](=[O:47])[N:14]([CH:27]([C:28](=[O:29])[O:30][CH:31]2[c:32]3[cH:33][cH:34][cH:35][cH:36][c:37]3-[c:38]3[cH:39][cH:40][cH:41][cH:42][c:43]32)[C:44](=[CH2:45])[CH3:46])[CH:15]1[S:56][S:54]([c:48]1[cH:49][cH:50][cH:51][cH:52][cH:53]1)(=[O:55])=[O:66]. Starting materials: C(C1=CC=CC=C1)C=1N(N=C2N=C(N(C(C21)=O)C)Cl)CC2=CC=C(C=C2)C2=CC=CC=C2 (3-Benzyl-2-(biphenyl-4-ylmethyl)-6-chloro-5-methyl-2H-pyrazolo[3,4-d]pyrimidin-4(5H)-one), NC(CO)(C)C (2-amino-2-methyl-1-propanol). Run in CN(C)C=O (DMF). Yields the product C(C1=CC=CC=C1)C=1N(N=C2NC(N(C(C21)=O)C)=NC(CO)(C)C)CC2=CC=C(C=C2)C2=CC=CC=C2 (3-Benzyl-2-(biphenyl-4-ylmethyl)-6-(1-hydroxy-2-methylpropan-2-ylimino)-5-methyl-6,7-dihydro-2H-pyrazolo[3,4-d]pyrimidin-4(5H)-one). Isolated yield 50.6%. RXN SMILES: [CH2:1]([C:8]1[N:9]([CH2:20][C:21]2[CH:26]=[CH:25][C:24]([C:27]3[CH:32]=[CH:31][CH:30]=[CH:29][CH:28]=3)=[CH:23][CH:22]=2)[N:10]=[C:11]2[C:16]=1[C:15](=[O:17])[N:14]([CH3:18])[C:13](Cl)=[N:12]2)[C:2]1[CH:7]=[CH:6][CH:5]=[CH:4][CH:3]=1.[NH2:33][C:34]([CH3:38])([CH3:37])[CH2:35][OH:36]>CN(C=O)C>[CH2:1]([C:8]1[N:9]([CH2:20][C:21]2[CH:26]=[CH:25][C:24]([C:27]3[CH:32]=[CH:31][CH:30]=[CH:29][CH:28]=3)=[CH:23][CH:22]=2)[N:10]=[C:11]2[C:16]=1[C:15](=[O:17])[N:14]([CH3:18])[C:13](=[N:33][C:34]([CH3:38])([CH3:37])[CH2:35][OH:36])[NH:12]2)[C:2]1[CH:7]=[CH:6][CH:5]=[CH:4][CH:3]=1. Reported procedure: A solution of 3-Benzyl-2-(biphenyl-4-ylmethyl)-6-chloro-5-methyl-2H-pyrazolo[3,4-d]pyrimidin-4(5H)-one (9.5 mg, 0.022 mmol) and 2-amino-2-methyl-1-propanol (21 μL, 0.22 mmol) in DMF (2 mL) is heated at 110° C. overnight. The reaction mixture is then purified by chromatography to give 5.5 mg product (Yield: 52%). MS (FAB) m/z 494.4 [M+H]+. Reactants: ( B ), O=CC(C)=C (methacrolein), C(C)(=O)OC(C)=O (acetic anhydride), CC(C=O)CC1=CC2=C(C=C1)OCO2 (2-methyl-3-(3,4-methylenedioxyphenyl)propanal), C1OC2=C(C=CC=C2)O1 (1,2-methylenedioxybenzene). Yields the product C(C)(=O)OC=C(CC1=CC2=C(C=C1)OCO2)C (1-acetoxy-2-methyl-3-(3,4-methylenedioxyphenyl)-1-propene). Reaction SMILES: [CH3:1][CH:2]([CH2:5][C:6]1[CH:11]=[CH:10][C:9]2[O:12][CH2:13][O:14][C:8]=2[CH:7]=1)[CH:3]=[O:4].C1O[C:18]2C=CC=C[C:17]=2[O:16]1.O=CC(=C)C.C(OC(=O)C)(=O)C>>[C:17]([O:4][CH:3]=[C:2]([CH3:1])[CH2:5][C:6]1[CH:11]=[CH:10][C:9]2[O:12][CH2:13][O:14][C:8]=2[CH:7]=1)(=[O:16])[CH3:18]. Procedure: The production process (B) comprises the steps of (3) reacting 1,2-methylenedioxybenzene, methacrolein and acetic anhydride with each other to produce 1-acetoxy-2-methyl-3-(3,4-methylenedioxyphenyl)-1-propene; and (2) subjecting the obtained 1-acetoxy-2-methyl-3-(3,4-methylenedioxyphenyl)-1-propene to hydrolysis reaction or to transesterification reaction with an alcohol, followed by subjecting the resulting reaction mixture to distillative purification, to thereby adjust a content of 1-acetyl-3... Reactants: COC(C1=CC(=C(C=C1)NC)N)=O (3-amino-4-methylamino-benzoic acid methyl ester), FC(F)(F)SC1=CC2=C(N=C(S2)N)C=C1 (6-trifluoromethylsulfanyl-benzothiazol-2-ylamine), C(=S)(N1C=NC=C1)N1C=NC=C1 (1,1′-thiocarbonyldiimidazole). Solvent: C(CCl)Cl (EDC). Product: COC(=O)C1=CC2=C(N(C(=N2)NC=2SC3=C(N2)C=CC(=C3)SC(F)(F)F)C)C=C1 (1-Methyl-2-(6-trifluoromethylsulfanyl-benzothiazol-2-ylamino)-1H-benzo-imidazole-5-carboxylic acid methyl ester). The yield is 65.3%. RXN SMILES: [CH3:1][O:2][C:3](=[O:13])[C:4]1[CH:9]=[CH:8][C:7]([NH:10][CH3:11])=[C:6]([NH2:12])[CH:5]=1.[F:14][C:15]([S:18][C:19]1[CH:28]=[CH:27][C:22]2[N:23]=[C:24]([NH2:26])[S:25][C:21]=2[CH:20]=1)([F:17])[F:16].[C:29](N1C=CN=C1)(N1C=CN=C1)=S>C(Cl)CCl>[CH3:1][O:2][C:3]([C:4]1[CH:9]=[CH:8][C:7]2[N:10]([CH3:29])[C:11]([NH:26][C:24]3[S:25][C:21]4[CH:20]=[C:19]([S:18][C:15]([F:14])([F:16])[F:17])[CH:28]=[CH:27][C:22]=4[N:23]=3)=[N:12][C:6]=2[CH:5]=1)=[O:13]. Reported procedure: 1-Methyl-2-(6-trifluoromethylsulfanyl-benzothiazol-2-ylamino)-1H-benzo-imidazole-5-carboxylic acid methyl ester (1.43 g) was prepared by following General Procedure D starting from 3-amino-4-methylamino-benzoic acid methyl ester (0.9 g), 6-trifluoromethylsulfanyl-benzothiazol-2-ylamine (1.25 g), 1,1′-thiocarbonyldiimidazole (1.07 g), and EDC (1.15 g). LC/MS: m/z 440. 1H NMR (DMSO-d6, 400 MHz): δ 8.23 (s, 2H), 7.89 (br, 1H), 7.76 (br, 1H), 7.69 (d, 2H), 7.54 (d, 1H), 3.88 (s, 3H), and 3.68 (s, 3H...